This data is from the Open Reaction Database (ORD), a public repository of structured organic reaction records. The task is: describe an organic reaction: reactants, conditions, products, and yield Reactants: C1(=CC=CC=C1)P(C1=CC=CC=C1)C1=CC=CC=C1 (triphenylphosphine), BrN1C(CCC1=O)=O (N-bromosuccinimide), O1CCC2=C1C=CC(=C2)CCCO (3-(2,3-dihydrobenzofuran-5-yl)-1-propanol). The solvent is C(Cl)Cl (methylene chloride). Reaction conditions: time 15 hour. The product is BrCCCC=1C=CC2=C(CCO2)C1 (5-(3-bromopropyl)-2,3-dihydrobenzofuran). Isolated yield 89.4%. As a reaction SMILES: [O:1]1[C:5]2[CH:6]=[CH:7][C:8]([CH2:10][CH2:11][CH2:12]O)=[CH:9][C:4]=2[CH2:3][CH2:2]1.C1(P(C2C=CC=CC=2)C2C=CC=CC=2)C=CC=CC=1.[Br:33]N1C(=O)CCC1=O>C(Cl)Cl>[Br:33][CH2:12][CH2:11][CH2:10][C:8]1[CH:7]=[CH:6][C:5]2[O:1][CH2:2][CH2:3][C:4]=2[CH:9]=1. Reported procedure: Compound 76-1 (1.91 g) was dissolved in methylene chloride (20 ml), triphenylphosphine (2.97 g) and N-bromosuccinimide (2.01 g) were added under ice-cooling, and the mixture was stirred under ice-cooling for 2 hr, and further at room temperature for 15 hr. The reaction mixture was washed with water and saturated brine, and dried over anhydrous magnesium sulfate. The solvent was evaporated under reduced pressure. Diethyl ether (100 ml) was added, and the precipitated triphenylphosphine oxide was ... The reactants are COC(OC)C1(C)Oc2ccc(Br)cc2C2OC21, Cn1nnc(CNc2ccc(F)cc2)n1. Product: COC(OC)C1(C)Oc2ccc(Br)cc2C(N(Cc2nnn(C)n2)c2ccc(F)cc2)C1O. RXN SMILES: [Br:1][c:2]1[cH:3][cH:4][c:5]2[c:6]([cH:18]1)[CH:7]1[CH:8]([C:9]([CH:11]([O:12][CH3:13])[O:14][CH3:15])([CH3:16])[O:10]2)[O:17]1.[F:19][c:20]1[cH:21][cH:22][c:23]([NH:26][CH2:27][c:28]2[n:29][n:30][n:31]([CH3:33])[n:32]2)[cH:24][cH:25]1>>[Br:1][c:2]1[cH:3][cH:4][c:5]2[c:6]([cH:18]1)[CH:7]([N:26]([c:23]1[cH:22][cH:21][c:20]([F:19])[cH:25][cH:24]1)[CH2:27][c:28]1[n:29][n:30][n:31]([CH3:33])[n:32]1)[CH:8]([OH:17])[C:9]([CH:11]([O:12][CH3:13])[O:14][CH3:15])([CH3:16])[O:10]2.